This data is from the Open Reaction Database (ORD), a public repository of structured organic reaction records. The task is: describe an organic reaction: reactants, conditions, products, and yield The product is COc1cc(COc2nn(Cc3cccnc3)cc2CO)ccc1OCc1nc(-c2ccco2)oc1C. As a reaction SMILES: [Al+3:42].[CH3:69][CH2:70][O:71][C:72](=[O:73])[CH3:74].[H-:41].[H-:44].[H-:45].[H-:46].[Li+:43].[Na+:62].[Na+:63].[O:64]1[CH2:65][CH2:66][CH2:67][CH2:68]1.[OH2:47].[OH2:48].[OH2:49].[OH2:50].[OH2:51].[OH2:52].[OH2:53].[OH2:54].[OH2:55].[OH2:56].[S:57]([O-:58])([O-:59])(=[O:60])=[O:61].[o:1]1[c:2](-[c:6]2[o:7][c:8]([CH3:40])[c:9]([CH2:11][O:12][c:13]3[c:14]([O:38][CH3:39])[cH:15][c:16]([CH2:17][O:18][c:19]4[n:20][n:21]([CH2:29][c:30]5[cH:31][n:32][cH:33][cH:34][cH:35]5)[cH:22][c:23]4[C:24](=[O:25])[O:26][CH2:27][CH3:28])[cH:36][cH:37]3)[n:10]2)[cH:3][cH:4][cH:5]1>>[o:1]1[c:2](-[c:6]2[o:7][c:8]([CH3:40])[c:9]([CH2:11][O:12][c:13]3[c:14]([O:38][CH3:39])[cH:15][c:16]([CH2:17][O:18][c:19]4[n:20][n:21]([CH2:29][c:30]5[cH:31][n:32][cH:33][cH:34][cH:35]5)[cH:22][c:23]4[CH2:24][OH:25])[cH:36][cH:37]3)[n:10]2)[cH:3][cH:4][cH:5]1. The reactants are [Al+3], CCOC(C)=O, [H-], [H-], [H-], [H-], [Li+], [Na+], [Na+], C1CCOC1, O, O, O, O, O, O, O, O, O, O, O=S(=O)([O-])[O-], CCOC(=O)c1cn(Cc2cccnc2)nc1OCc1ccc(OCc2nc(-c3ccco3)oc2C)c(OC)c1. Starting materials: FC(C(=O)O)(F)F.N1C(CNCC1)=O (piperazin-2-one 2,2,2-trifluoroacetate), BrC(C1=CC=CC=C1)C1=CC=CC=C1 (bromodiphenylmethane), C([O-])([O-])=O.[K+].[K+] (potassium carbonate), [I-].[K+] (potassium iodide), O=C1CN(CCN1)C(=O)OC(C)(C)C (tert-Butyl 3-oxopiperazine-1-carboxylate), FC(C(=O)O)(F)F (trifluoroacetic acid). The solvent is CN(C=O)C (N,N-dimethylformamide), C(Cl)Cl (methylene chloride). Conditions: time 8 hour. Product: C(C1=CC=CC=C1)(C1=CC=CC=C1)N1CC(NCC1)=O (4-benzhydrylpiperazin-2-one). RXN SMILES: O=C1NCCN(C(OC(C)(C)C)=O)C1.FC(F)(F)C(O)=O.FC(F)(F)C(O)=O.[NH:29]1[CH2:34][CH2:33][NH:32][CH2:31][C:30]1=[O:35].Br[CH:37]([C:44]1[CH:49]=[CH:48][CH:47]=[CH:46][CH:45]=1)[C:38]1[CH:43]=[CH:42][CH:41]=[CH:40][CH:39]=1.C(=O)([O-])[O-].[K+].[K+].[I-].[K+]>C(Cl)Cl.CN(C)C=O>[CH:37]([N:32]1[CH2:33][CH2:34][NH:29][C:30](=[O:35])[CH2:31]1)([C:38]1[CH:43]=[CH:42][CH:41]=[CH:40][CH:39]=1)[C:44]1[CH:49]=[CH:48][CH:47]=[CH:46][CH:45]=1 |f:2.3,5.6.7,8.9|. Reported procedure: tert-Butyl 3-oxopiperazine-1-carboxylate (0.6 g, 3 mmol) in methylene chloride (10 mL) was treated with trifluoroacetic acid (3 mL) at room temperature for 1 hour. The reaction mixture was concentrated and the obtained trifluoroacetic salt of 2-piperazinone was used without purification. To a piperazin-2-one 2,2,2-trifluoroacetate (0.4 g, 1.87 mmol) solution in N,N-dimethylformamide (3 mL) was added bromodiphenylmethane (0.45 g, 1.87 mmol), potassium carbonate (0.78 g, 5.7 mmol) and catalytic am... The yield is 88.0%. Starting materials: C(C1=CC=CC=C1)OC1=C(C(=O)C2=CN=C(N2OCOC(C)[Si](C)(C)C)CCCC)C=CC(=C1)OC (5-(2-Benzyloxy-4-methoxybenzoyl)-2-n-butyl-1-trimethylsilylethyloxymethoxy-1H-imidazole). Reported procedure: A solution of 5-(2-Benzyloxy-4-methoxybenzoyl)-2-n-butyl-1-trimethylsilylethyloxymethoxy-1H-imidazole (549 mg, 1.1 mmol) in EtOAc (15 ml) was stirred with 10% Pd/C (87 mg) under H2 (1 atm) for 18 h. Filtration and evaporation afforded the title compound as a yellow oil (407 mg, 91% ). RXN SMILES: C([O:8][C:9]1[CH:34]=[C:33]([O:35][CH3:36])[CH:32]=[CH:31][C:10]=1[C:11]([C:13]1[N:17]([O:18][CH2:19][O:20][CH:21]([Si:23]([CH3:26])([CH3:25])[CH3:24])[CH3:22])[C:16]([CH2:27][CH2:28][CH2:29][CH3:30])=[N:15][CH:14]=1)=[O:12])C1C=CC=CC=1>CCOC(C)=O.[Pd]>[CH2:27]([C:16]1[N:17]([O:18][CH2:19][O:20][CH:21]([Si:23]([CH3:24])([CH3:26])[CH3:25])[CH3:22])[C:13]([C:11](=[O:12])[C:10]2[CH:31]=[CH:32][C:33]([O:35][CH3:36])=[CH:34][C:9]=2[OH:8])=[CH:14][N:15]=1)[CH2:28][CH2:29][CH3:30]. Yields the product C(CCC)C=1N(C(=CN1)C(C1=C(C=C(C=C1)OC)O)=O)OCOC(C)[Si](C)(C)C (2-n-Butyl-5-(2-hydroxy-4-methoxybenzoyl)-1-trimethylsilylethyloxymethoxy-1H-imidazole). Run in CCOC(=O)C (EtOAc). The reagents and catalysts are [Pd] (Pd/C). The reactants are ClC=1C=C(OC2=C(C=C(C=C2)N)SCC)C=CC1Cl (4-(3,4-Dichlorophenoxy)-3-(ethylthio)benzenamine), ClC(=O)OCC (Ethyl chloroformate). Solvent: N1=CC=CC=C1 (pyridine). Reaction conditions: temperature 5 celsius, time 30 minute. The product is ClC=1C=C(OC2=C(C=C(C=C2)NC(OCC)=O)SCC)C=CC1Cl (ethyl [4-(3,4-dichlorophenoxy)-3-(ethylthio)phenyl]carbamate). As a reaction SMILES: [Cl:1][C:2]1[CH:3]=[C:4]([CH:16]=[CH:17][C:18]=1[Cl:19])[O:5][C:6]1[CH:11]=[CH:10][C:9]([NH2:12])=[CH:8][C:7]=1[S:13][CH2:14][CH3:15].Cl[C:21]([O:23][CH2:24][CH3:25])=[O:22]>N1C=CC=CC=1>[Cl:1][C:2]1[CH:3]=[C:4]([CH:16]=[CH:17][C:18]=1[Cl:19])[O:5][C:6]1[CH:11]=[CH:10][C:9]([NH:12][C:21](=[O:22])[O:23][CH2:24][CH3:25])=[CH:8][C:7]=1[S:13][CH2:14][CH3:15]. Procedure details: 4-(3,4-Dichlorophenoxy)-3-(ethylthio)benzenamine, (0.1 mole) and pyridine (50 ml) are charged into a glass reaction vessel fitted with a mechanical stirrer and thermometer and are cooled to about 5° C. Ethyl chloroformate (0.125 mole) is added, with stirring, at about 5° C. Stirring is continued for a period of about 30 minutes at about 5° C., then for an additional 16 hours at room temperature. The mixture is then washed in 2 portions of water (50 ml), dried and the solvent is then removed to y... Starting materials: C(CCCCCCCCCCCCC)(=O)OC1=CC=C(C(=O)O)C=C1 (4-tetradecanoyloxy benzoic acid), OC1=CC=C(C=C1)C1=CC=C(C=C1)C(C(CCCCCC)C)=O (4-hydroxy-4'-(2-methyloctanoyl) biphenyl), C1(CCCCC1)N=C=NC1CCCCC1 (dicyclohexylcarbodiimide). Reagents/catalysts: CN(C1=CC=NC=C1)C (4-dimethylamino pyridine). The solvent is ClCCl (dichloromethane). The product is C(CCCCCCCCCCCCC)(=O)OC1=CC=C(C(=O)O)C=C1.CC(C(=O)C1=CC=C(C=C1)C1=CC=CC=C1)CCCCCC (4-tetradecanoyloxy benzoic acid 4-(2-methyloctanoyl) biphenyl). Yield: 39.5%. As a reaction SMILES: [C:1]([O:16][C:17]1[CH:25]=[CH:24][C:20]([C:21]([OH:23])=[O:22])=[CH:19][CH:18]=1)(=[O:15])[CH2:2][CH2:3][CH2:4][CH2:5][CH2:6][CH2:7][CH2:8][CH2:9][CH2:10][CH2:11][CH2:12][CH2:13][CH3:14].O[C:27]1[CH:32]=[CH:31][C:30]([C:33]2[CH:38]=[CH:37][C:36]([C:39](=[O:48])[CH:40]([CH3:47])[CH2:41][CH2:42][CH2:43][CH2:44][CH2:45][CH3:46])=[CH:35][CH:34]=2)=[CH:29][CH:28]=1.C1(N=C=NC2CCCCC2)CCCCC1>CN(C)C1C=CN=CC=1.ClCCl>[C:1]([O:16][C:17]1[CH:25]=[CH:24][C:20]([C:21]([OH:23])=[O:22])=[CH:19][CH:18]=1)(=[O:15])[CH2:2][CH2:3][CH2:4][CH2:5][CH2:6][CH2:7][CH2:8][CH2:9][CH2:10][CH2:11][CH2:12][CH2:13][CH3:14].[CH3:47][CH:40]([CH2:41][CH2:42][CH2:43][CH2:44][CH2:45][CH3:46])[C:39]([C:36]1[CH:37]=[CH:38][C:33]([C:30]2[CH:31]=[CH:32][CH:27]=[CH:28][CH:29]=2)=[CH:34][CH:35]=1)=[O:48] |f:5.6|. Procedure: Into a flask were charged 96.2 mg (0.28 mmol) of 4-tetradecanoyloxy benzoic acid, 78.0 mg (0.25 mmol) of 4-hydroxy-4'-(2-methyloctanoyl) biphenyl, 63.5 mg (0.31 mmol) of dicyclohexylcarbodiimide, 3.5 mg (0.03 mmol) of 4-dimethylamino pyridine and 5 ml of dried dichloromethane, which was heated under reflux for 7 hours. After the cooling, the resulting solid was filtered off and washed with dichloromethane. The organic phase was washed with 0.1 normal hydrochloric acid and further with water, dri...